The task is: describe an organic reaction: reactants, conditions, products, and yield. This data is from the Open Reaction Database (ORD), a public repository of structured organic reaction records. The reactants are C(CCC)C=1NC(=CN1)CO (2-n-butyl-5-hydroxymethylimidazole), CCCCCCCCCCCC (dodecane), [Bi] (bismuth), [OH-].[Na+] (NaOH), O=O (oxygen). Reagents/catalysts: [Pt] (platinum). Solvent: CC(=O)CC(C)C (isobutyl methyl ketone). Product: C(CCC)C=1NC(=CN1)C=O (2-n-butyl-5-formylimidazole). Isolated yield 90.0%. As a reaction SMILES: [CH2:1]([C:5]1[NH:6][C:7]([CH2:10][OH:11])=[CH:8][N:9]=1)[CH2:2][CH2:3][CH3:4].CCCCCCCCCCCC.[Bi].[OH-].[Na+].O=O>[Pt].CC(CC(C)C)=O>[CH2:1]([C:5]1[NH:6][C:7]([CH:10]=[O:11])=[CH:8][N:9]=1)[CH2:2][CH2:3][CH3:4] |f:3.4|. Procedure details: 4.6 g of 2-n-butyl-5-hydroxymethylimidazole, 4.6 g of dodecane as internal GC standard, 0.6 g of 5 percent platinum and 5 percent bismuth on activated carbon (comprising 61.3 percent water), 42 g of isobutyl methyl ketone and 7.5 g of 1.6 percent strength NaOH solution were heated to about 80° C. with stirring. At 80° C., 3.6 liters (STP) of air/hour was introduced into the solution until the absorption of oxygen was complete (350 min!). The reaction mixture was filtered. The filtrate was transf... Starting materials: FC(C(=O)NC=1C=C2NC(C(NC2=CC1[N+](=O)[O-])=O)=O)(F)F (6-trifluoroacetamido-7-nitro-2,3(1H,4H)-quinoxalinedione). RXN SMILES: FC(F)(F)C([NH:5][C:6]1[CH:7]=[C:8]2[C:13](=[CH:14][C:15]=1[N+:16]([O-:18])=[O:17])[NH:12][C:11](=[O:19])[C:10](=[O:20])[NH:9]2)=O>C(O)C.Cl>[NH2:5][C:6]1[CH:7]=[C:8]2[C:13](=[CH:14][C:15]=1[N+:16]([O-:18])=[O:17])[NH:12][C:11](=[O:19])[C:10](=[O:20])[NH:9]2. Yields the product NC=1C=C2NC(C(NC2=CC1[N+](=O)[O-])=O)=O (6-amino-7-nitro-2,3(1H,4H)-quinoxalinedione). Procedure details: A solution of 41 g (0.13 mol) of 6-trifluoroacetamido-7-nitro-2,3(1H,4H)-quinoxalinedione in 300 ml of ethanol and 700 ml of 3 molar hydrochloric acid was refluxed for 3 hours. The reaction mixture was cooled, and the crude product was filtered off and worked up by conventional methods. The solvent is C(C)O (ethanol), Cl (hydrochloric acid). The reactants are [N+](=O)([O-])C=1C=C2CC(COC2=CC1)N(CCC)C(CC)=O (6-nitro-3-(N-propionyl-N-n-propylamino)chroman). Reagents/catalysts: [Zn] (zinc). Solvent: C(C)(=O)O (acetic acid). Reaction conditions: temperature 50 celsius, time 90 minute. Product: NC=1C=C2CC(COC2=CC1)N(CCC)C(CC)=O (6-amino-3-(N-propionyl-N-n-propylamino)chroman). Isolated yield 55.6%. Reaction SMILES: [N+:1]([C:4]1[CH:5]=[C:6]2[C:11](=[CH:12][CH:13]=1)[O:10][CH2:9][CH:8]([N:14]([C:18](=[O:21])[CH2:19][CH3:20])[CH2:15][CH2:16][CH3:17])[CH2:7]2)([O-])=O>C(O)(=O)C.[Zn]>[NH2:1][C:4]1[CH:5]=[C:6]2[C:11](=[CH:12][CH:13]=1)[O:10][CH2:9][CH:8]([N:14]([C:18](=[O:21])[CH2:19][CH3:20])[CH2:15][CH2:16][CH3:17])[CH2:7]2. Procedure: A solution of 6-nitro-3-(N-propionyl-N-n-propylamino)chroman (17) (700 mg, 2.40 mmol) in glacial acetic acid (50 ml) was treated with zinc dust (1.0 g). The mixture was stirred at 50° C. for 90 minutes. The solution was filtered and acetic acid evaporated at reduced pressure. The product was dissolved in CH2Cl2 and washed with 5% -aqueous Na2CO3. The organic layer was separated, dried (Na2SO4) and the solvent was evaporated. The crude product was chromatographed on silica (60 g) , with CH2Cl2 --... Reactants: C(C)C(C(=O)[O-])(C(=O)[O-])CC (diethylmalonate), C([O-])([O-])=O.[Na+].[Na+] (sodium carbonate), [H-].[Na+] (Sodium hydride), CC1=CC2=C(NC(OC2=O)=O)S1 (6-methyl-1H-thieno[2,3-d][1,3]oxazine-2,4-dione), CN(C)C=O (DMF), FC=1C=C(CBr)C=CC1 (3-fluoro benzylbromide). Run at temperature 0 celsius. The product is C(C)OC(=O)C1=C(C2=C(N(C1=O)CC1=CC(=CC=C1)F)SC(=C2)C)O (7-(3-fluoro-benzyl)-4-hydroxy-2-methyl-6-oxo-6,7-dihydro-thieno[2,3-b]pyridine-5-carboxylic acid ethyl ester). The yield is 97.0%. As a reaction SMILES: [H-].[Na+].[CH3:3][C:4]1[S:14][C:7]2[NH:8][C:9](=[O:13])O[C:11](=[O:12])[C:6]=2[CH:5]=1.[F:15][C:16]1[CH:17]=[C:18]([CH:21]=[CH:22][CH:23]=1)[CH2:19]Br.[CH2:24](C(CC)(C([O-])=O)C([O-])=O)[CH3:25].[C:35](=[O:38])([O-])[O-:36].[Na+].[Na+].[CH3:41]N(C=O)C>>[CH2:24]([O:36][C:35]([C:41]1[C:9](=[O:13])[N:8]([CH2:19][C:18]2[CH:21]=[CH:22][CH:23]=[C:16]([F:15])[CH:17]=2)[C:7]2[S:14][C:4]([CH3:3])=[CH:5][C:6]=2[C:11]=1[OH:12])=[O:38])[CH3:25] |f:0.1,5.6.7|. Procedure: Sodium hydride (60% dispersion in mineral oil, 5.6 g, 0.140 mol) was added slowly to a solution of 6-methyl-1H-thieno[2,3-d][1,3]oxazine-2,4-dione (68) (11.07 g, 0.060 mol) in anhydrous DMF stirred under argon at 0° C. The solution was stirred for 15 minutes before adding 3-fluoro benzylbromide (7.6 mL, 0.062 mol). The solution was allowed to come at room temperature and further stirred for 3 hours. The solution was cooled to −10° C. and diethylmalonate (9.36 mL, 0.061 mol) was added slowly. The... Yields the product NC1=NC(=C2NC=NC2=N1)SC (2-amino-6-methylthiopurine). Procedure: By repeating this procedure but replacing the above 6-mercaptopurine compound with the corresponding 2-amino-6-mercaptopurine compound there is obtained the corresponding 2-amino-6-methylthiopurine compound. As a reaction SMILES: S[C:2]1N=CN=C2C=1NC=N2.[NH2:11][C:12]1[N:20]=[C:19]2[C:15]([NH:16][CH:17]=[N:18]2)=[C:14]([SH:21])[N:13]=1>>[NH2:11][C:12]1[N:20]=[C:19]2[C:15]([NH:16][CH:17]=[N:18]2)=[C:14]([S:21][CH3:2])[N:13]=1. Starting materials: SC1=C2NC=NC2=NC=N1 (6-mercaptopurine), NC1=NC(=C2NC=NC2=N1)S (2-amino-6-mercaptopurine). Reactants: CC1=C(CNC=2C=3N(C=CC2)C(=C(N3)C)CC#C)C(=CC=C1)NC(=O)OC(C)(C)C (8-(2-methyl-6-t-butoxycarbonylaminobenzylamino)-3-(2-propynyl)-2-methylimidazo[1,2-a]pyridine), Cl (hydrogen chloride). Solvent: C(C)O (ethanol). Run at time 6 hour. The product is CC1=C(CNC=2C=3N(C=CC2)C(=C(N3)C)CC#C)C(=CC=C1)N (8-(2-methyl-6-aminobenzylamino)-3-(2-propynyl)-2methylimidazo[1,2-a]pyridine). The yield is 64.4%. RXN SMILES: [CH3:1][C:2]1[CH:22]=[CH:21][CH:20]=[C:19]([NH:23]C(OC(C)(C)C)=O)[C:3]=1[CH2:4][NH:5][C:6]1[C:7]2[N:8]([C:12]([CH2:16][C:17]#[CH:18])=[C:13]([CH3:15])[N:14]=2)[CH:9]=[CH:10][CH:11]=1.Cl>C(O)C>[CH3:1][C:2]1[CH:22]=[CH:21][CH:20]=[C:19]([NH2:23])[C:3]=1[CH2:4][NH:5][C:6]1[C:7]2[N:8]([C:12]([CH2:16][C:17]#[CH:18])=[C:13]([CH3:15])[N:14]=2)[CH:9]=[CH:10][CH:11]=1. Reported procedure: To a solution of 8-(2-methyl-6-t-butoxycarbonylaminobenzylamino)-3-(2-propynyl)-2-methylimidazo[1,2-a]pyridine (8.42 g) in ethanol (67 ml) was added dropwise 23%-ethanolic hydrogen chloride (26 g) at room temperature and the mixture was stirred for 6 hours. The resultant solid was siolated by filtration and dispersed into a mixture of an aqueous solution of sodium bicarbonate and chloroform. The chloroform layer was separated and washed with water and dried over magnesium sulfate. Following filt...